This data is from the Open Reaction Database (ORD), a public repository of structured organic reaction records. The task is: describe an organic reaction: reactants, conditions, products, and yield Starting materials: C#CCN, CCO, COC(C(N)=S)c1ccccn1, O. Yields the product C#CCNC(=S)C(OC)c1ccccn1. As a reaction SMILES: [CH2:14]([C:15]#[CH:16])[NH2:17].[CH3:18][CH2:19][OH:20].[CH3:1][O:2][CH:3]([C:4](=[S:5])[NH2:6])[c:7]1[n:8][cH:9][cH:10][cH:11][cH:12]1.[OH2:13]>>[CH3:1][O:2][CH:3]([C:4](=[S:5])[NH:6][CH2:16][C:15]#[CH:14])[c:7]1[n:8][cH:9][cH:10][cH:11][cH:12]1. Reactants: CN1S(NCC1)(=O)=O (2-methyl-1,2,5-thiadiazolidine-1,1-dioxide), [H-].[Na+] (sodium hydride), FC1=CC=C(C=C1)[N+](=O)[O-] (1-fluoro-4-nitrobenzene), O (Water). The solvent is CN(C=O)C (dimethylformamide), CN(C=O)C (dimethylformamide). Reaction conditions: time 40 minute. Product: O=S1(N(CCN1C)C1=CC=C(C=C1)[N+](=O)[O-])=O (4-(1,1-dioxo-5-methyl-1,2,5-thiadiazolidine-2-yl)nitrobenzene). Isolated yield 68.5%. RXN SMILES: [CH3:1][N:2]1[CH2:6][CH2:5][NH:4][S:3]1(=[O:8])=[O:7].[H-].[Na+].F[C:12]1[CH:17]=[CH:16][C:15]([N+:18]([O-:20])=[O:19])=[CH:14][CH:13]=1.O>CN(C)C=O>[O:7]=[S:3]1(=[O:8])[N:2]([CH3:1])[CH2:6][CH2:5][N:4]1[C:12]1[CH:17]=[CH:16][C:15]([N+:18]([O-:20])=[O:19])=[CH:14][CH:13]=1 |f:1.2|. Reported procedure: To a solution of 2-methyl-1,2,5-thiadiazolidine-1,1-dioxide (2.02 g, 14.8 mmol) in anhydrous dimethylformamide (30 ml) was added sodium hydride (60% dispersion in oil; 0.59 g) and the mixture was stirred at room temperature under nitrogen for 40 minutes. A solution of 1-fluoro-4-nitrobenzene (2.09 g, 14.8 mmol) in anhydrous dimethylformamide (15 ml) was added to the above solution and the mixture was refluxed for 1 hour. Water (200 ml) was added and products were extracted with ethyl acetate (2×...